Dataset: the Open Reaction Database (ORD), a public repository of structured organic reaction records. Task: describe an organic reaction: reactants, conditions, products, and yield Starting materials: COc1ccc(-c2oc3ccc(NC(=O)OC(C)(C)C)cc3c(=O)c2OCc2ccccc2)cn1, ClCCl. The product is COc1ccc(-c2oc3ccc(N)cc3c(=O)c2OCc2ccccc2)cn1. Reaction SMILES: [CH3:1][O:2][c:3]1[cH:4][cH:5][c:6](-[c:9]2[o:10][c:11]3[c:12]([c:13](=[O:23])[c:14]2[O:15][CH2:16][c:17]2[cH:18][cH:19][cH:20][cH:21][cH:22]2)[cH:24][c:25]([NH:28][C:29]([O:30][C:31]([CH3:32])([CH3:33])[CH3:34])=[O:35])[cH:26][cH:27]3)[cH:7][n:8]1.[Cl:36][CH2:37][Cl:38]>>[CH3:1][O:2][c:3]1[cH:4][cH:5][c:6](-[c:9]2[o:10][c:11]3[c:12]([c:13](=[O:23])[c:14]2[O:15][CH2:16][c:17]2[cH:18][cH:19][cH:20][cH:21][cH:22]2)[cH:24][c:25]([NH2:28])[cH:26][cH:27]3)[cH:7][n:8]1. The reactants are BrC1=NC=CC=C1 (2-bromo pyridine), [Li+].CC(C)[N-]C(C)C (LDA), C(C)(C)(C)OC(=O)N1CCC(CC1)C=O (4-formyl-piperidine-1-carboxylic acid tert-butyl ester). Solvent: C1CCOC1 (THF). Conditions: temperature -20 celsius, time 30 minute. The product is C(C)(C)(C)OC(=O)N1CCC(CC1)C(O)C=1C(=NC=CC1)Br (4-[(2-bromo-pyridin-3-yl)-hydroxy-methyl]-piperidine-1-carboxylic acid tert-butyl ester). Isolated yield 54.1%. RXN SMILES: [Br:1][C:2]1[CH:7]=[CH:6][CH:5]=[CH:4][N:3]=1.[Li+].CC([N-]C(C)C)C.[C:16]([O:20][C:21]([N:23]1[CH2:28][CH2:27][CH:26]([CH:29]=[O:30])[CH2:25][CH2:24]1)=[O:22])([CH3:19])([CH3:18])[CH3:17]>C1COCC1>[C:16]([O:20][C:21]([N:23]1[CH2:28][CH2:27][CH:26]([CH:29]([C:7]2[C:2]([Br:1])=[N:3][CH:4]=[CH:5][CH:6]=2)[OH:30])[CH2:25][CH2:24]1)=[O:22])([CH3:19])([CH3:18])[CH3:17] |f:1.2|. Reported procedure: To a cold (−78° C.) solution of 2-bromo pyridine (800 mg, 5.06 mmol) in freshly distilled THF (15 mL) was added LDA (2.0 M, 2.8 mL, 6.5 mmol). The mixture was stirred under N2 for 30 min. A solution of 4-formyl-piperidine-1-carboxylic acid tert-butyl ester (500 mg, 2.34 mmol) was added slowly to maintain the bath temperature below −70° C. The reaction was stirred at below −70° C. for 30 min, warmed to −20° C. within 60 min, and quenched with saturated aqueous NH4Cl (10 mL). Work-up and purificat...